From a dataset of the Open Reaction Database (ORD), a public repository of structured organic reaction records. describe an organic reaction: reactants, conditions, products, and yield The reactants are CCO, CCOC(C)=O, CN, O=S(=O)(Cl)c1ccccc1F, O. Product: CNS(=O)(=O)c1ccccc1F. Reaction SMILES: [CH3:14][CH2:15][OH:16].[CH3:17][CH2:18][O:19][C:20]([CH3:21])=[O:22].[CH3:1][NH2:2].[F:3][c:4]1[c:5]([S:10](=[O:11])(=[O:12])[Cl:13])[cH:6][cH:7][cH:8][cH:9]1.[OH2:23]>>[CH3:1][NH:2][S:10]([c:5]1[c:4]([F:3])[cH:9][cH:8][cH:7][cH:6]1)(=[O:11])=[O:12]. The reactants are C[O-].[Na+] (sodium methoxide), CO (methanol), BrC1=CC=C(S1)C(COC1=CC=2C(CCC(C2C=C1I)(C)C)(C)C)=O (5-bromo-2-[(3-iodo-5,5,8,8-tetramethyl-5,6,7,8-tetrahydronaphthalen-2-yloxy)acetyl]thiophene), [Br-].CP(C1=CC=CC=C1)(C1=CC=CC=C1)C1=CC=CC=C1 (methyltriphenylphosphine bromide). Solvent: C1CCOC1 (THF). Run at time 12 hour. Yields the product BrC1=CC=C(S1)C(=C)COC1=CC=2C(CCC(C2C=C1I)(C)C)(C)C (5-bromo-2-[1-(3-iodo-5,5,8,8-tetramethyl-5,6,7,8-tetrahydronaphthalen-2-yloxymethyl)vinyl]thiophene). RXN SMILES: C[O-].[Na+].CO.[Br:6][C:7]1[S:11][C:10]([C:12](=O)[CH2:13][O:14][C:15]2[C:24]([I:25])=[CH:23][C:22]3[C:21]([CH3:27])([CH3:26])[CH2:20][CH2:19][C:18]([CH3:29])([CH3:28])[C:17]=3[CH:16]=2)=[CH:9][CH:8]=1.[Br-].[CH3:32]P(C1C=CC=CC=1)(C1C=CC=CC=1)C1C=CC=CC=1>C1COCC1>[Br:6][C:7]1[S:11][C:10]([C:12]([CH2:13][O:14][C:15]2[C:24]([I:25])=[CH:23][C:22]3[C:21]([CH3:27])([CH3:26])[CH2:20][CH2:19][C:18]([CH3:28])([CH3:29])[C:17]=3[CH:16]=2)=[CH2:32])=[CH:9][CH:8]=1 |f:0.1,4.5|. Reported procedure: A solution of 30% sodium methoxide in methanol (1.65 ml, 8.66 mmol) was added over 8 hours to a mixture of 5-bromo-2-[(3-iodo-5,5,8,8-tetramethyl-5,6,7,8-tetrahydronaphthalen-2-yloxy)acetyl]thiophene (4.3 g, 7.9 mmol) and methyltriphenylphosphine bromide (3.8 g, 10.7 mmol) in THF (45 ml). The mixture was stirred for 12 h at room temperature. The mixture was concentrated in a rotary evaporator under vacuum at 40° C. It was extracted with ethyl ether and washed with water. The organic phase was th... Reactants: N=1N=CN(C1)C=1C=C2C(=CNC2=CC1)CCCN1CCN(CC1)CCC1=CC(=CC=C1)F (1-[3-(5-(1,2,4-Triazol-4-yl)-1H-indol-3-yl)propyl]-4-[2-(3-fluorophenyl)ethyl]piperazine), C(CC(O)(C(=O)O)CC(=O)O)(=O)O (Citric acid). Run in CO (methanol), CO (methanol). Reaction conditions: temperature 58 celsius, time 16 hour. Product: C(CC(O)(C(=O)O)CC(=O)O)(=O)O.C(CC(O)(C(=O)O)CC(=O)O)(=O)O.N=1N=CN(C1)C=1C=C2C(=CNC2=CC1)CCCN1CCN(CC1)CCC1=CC(=CC=C1)F (1-[3-(5-(1,2,4-Triazol-4-yl)-1H-indol-3-yl)propyl]-4-[2-(3-fluorophenyl)-ethyl]piperazine. dicitrate salt). Reaction SMILES: [N:1]1[N:2]=[CH:3][N:4]([C:6]2[CH:7]=[C:8]3[C:12](=[CH:13][CH:14]=2)[NH:11][CH:10]=[C:9]3[CH2:15][CH2:16][CH2:17][N:18]2[CH2:23][CH2:22][N:21]([CH2:24][CH2:25][C:26]3[CH:31]=[CH:30][CH:29]=[C:28]([F:32])[CH:27]=3)[CH2:20][CH2:19]2)[CH:5]=1.[C:33]([OH:45])(=[O:44])[CH2:34][C:35]([CH2:40][C:41]([OH:43])=[O:42])([C:37]([OH:39])=[O:38])[OH:36]>CO>[C:33]([OH:45])(=[O:44])[CH2:34][C:35]([CH2:40][C:41]([OH:43])=[O:42])([C:37]([OH:39])=[O:38])[OH:36].[C:33]([OH:45])(=[O:44])[CH2:34][C:35]([CH2:40][C:41]([OH:43])=[O:42])([C:37]([OH:39])=[O:38])[OH:36].[N:1]1[N:2]=[CH:3][N:4]([C:6]2[CH:7]=[C:8]3[C:12](=[CH:13][CH:14]=2)[NH:11][CH:10]=[C:9]3[CH2:15][CH2:16][CH2:17][N:18]2[CH2:19][CH2:20][N:21]([CH2:24][CH2:25][C:26]3[CH:31]=[CH:30][CH:29]=[C:28]([F:32])[CH:27]=3)[CH2:22][CH2:23]2)[CH:5]=1 |f:3.4.5|. Procedure details: 1-[3-(5-(1,2,4-Triazol-4-yl)-1H-indol-3-yl)propyl]-4-[2-(3-fluorophenyl)ethyl]piperazine was dissolved in methanol heated to 58° C. under a nitrogen atmosphere. Citric acid, in methanol at 58° C., was added, and the solution allowed to cool to ambient temperature, then left to stand for 16 hours. The mixture was filtered and the solid dried in vacuo at 50° C. to give the title compound, mp 176° C. (dec.).